Dataset: the Open Reaction Database (ORD), a public repository of structured organic reaction records. Task: describe an organic reaction: reactants, conditions, products, and yield Reactants: NC(=O)c1ccccc1Cl, O=C=Nc1cc(Cl)c(F)c(Cl)c1F, Cc1ccccc1C. The product is O=C(NC(=O)c1ccccc1Cl)Nc1cc(Cl)c(F)c(Cl)c1F. RXN SMILES: [Cl:14][c:15]1[c:16]([C:17](=[O:18])[NH2:19])[cH:20][cH:21][cH:22][cH:23]1.[F:1][c:2]1[c:3]([N:11]=[C:12]=[O:13])[cH:4][c:5]([Cl:10])[c:6]([F:9])[c:7]1[Cl:8].[c:24]1([CH3:25])[c:26]([CH3:27])[cH:28][cH:29][cH:30][cH:31]1>>[F:1][c:2]1[c:3]([NH:11][C:12](=[O:13])[NH:19][C:17]([c:16]2[c:15]([Cl:14])[cH:23][cH:22][cH:21][cH:20]2)=[O:18])[cH:4][c:5]([Cl:10])[c:6]([F:9])[c:7]1[Cl:8]. Starting materials: S(=O)(=O)(C)O[C@H]1[C@H](O[C@H](C1)CO[Si](C)(C)C(C)(C)C)N1C(=O)N=C(N)C(=C1)F (1-(3-Deoxy-2-O-mesyl-5-O-t-butyl-dimethylsilyl-β-L-threo-pentofuranosyl)-5-fluorocytosine), [N-]=[N+]=[N-].[Li+] (lithium azide), CO (methanol). Run at temperature 100 celsius, time 2.5 hour. Product: N(=[N+]=[N-])[C@@H]1[C@H](O[C@H](C1)CO[Si](C)(C)C(C)(C)C)N1C(=O)N=C(N)C(=C1)F (1-(2,3-Dideoxy-2-azido-5-O-t-butyldimethylsilyl-β-L-erythro-pentofuranosyl)-5-fluorocytosine). Yield: 75.0%. RXN SMILES: S(O[C@@H:6]1[CH2:10][C@H:9]([CH2:11][O:12][Si:13]([C:16]([CH3:19])([CH3:18])[CH3:17])([CH3:15])[CH3:14])[O:8][C@@H:7]1[N:20]1[CH:27]=[C:26]([F:28])[C:24]([NH2:25])=[N:23][C:21]1=[O:22])(C)(=O)=O.[N-:29]=[N+:30]=[N-:31].[Li+].CO>>[N:29]([C@H:6]1[CH2:10][C@H:9]([CH2:11][O:12][Si:13]([C:16]([CH3:19])([CH3:18])[CH3:17])([CH3:14])[CH3:15])[O:8][C@@H:7]1[N:20]1[CH:27]=[C:26]([F:28])[C:24]([NH2:25])=[N:23][C:21]1=[O:22])=[N+:30]=[N-:31] |f:1.2|. Procedure: To a solution of 20 (442 mg, 1.01 mmol) in anhydrous dilmethylformamide (12 mL) was added lithium azide moistened with 10% methanol (265 mg, 4.87 mmol). The reaction mixture was stirred at 100° C. during 2.5 h, and then cooled to room temperature, poured onto ice/water (200 mL) and extracted with chloroform (3×100 mL). Combined extracts were washed with a saturated aqueous sodium hydrogen carbonate solution (2×100 mL), with water (5×100 mL) and then dried over sodium sulphate and evaporated unde... The reactants are Cl.O=C1C2=C(OCC3=C1C=CC=C3)C=CC(=C2)CCN (2-(6,11-dihydro-11-oxodibenz[b,e]oxepin-2-yl)ethylamine hydrochloride), [BH3-]C#N.[Na+] (NaBH3CN), C(C)(=O)O (acetic acid), C(C)(=O)O (acetic acid). The solvent is C(C)#N (acetonitrile), C=O (formaldehyde). Reaction conditions: time 2 hour. Product: Cl.O=C1C2=C(OCC3=C1C=CC=C3)C=CC(=C2)CCN(C)C (2-(6,11-Dihydro-11-oxodibenz[b,e]oxepin-2-yl)-N,N-dimethylethylamine hydrochloride). As a reaction SMILES: [ClH:1].[O:2]=[C:3]1[C:9]2[CH:10]=[CH:11][CH:12]=[CH:13][C:8]=2[CH2:7][O:6][C:5]2[CH:14]=[CH:15][C:16]([CH2:18][CH2:19]N)=[CH:17][C:4]1=2.[BH3-][C:22]#[N:23].[Na+].[C:25](O)(=O)C>C(#N)C.C=O>[ClH:1].[O:2]=[C:3]1[C:9]2[CH:10]=[CH:11][CH:12]=[CH:13][C:8]=2[CH2:7][O:6][C:5]2[CH:14]=[CH:15][C:16]([CH2:18][CH2:19][N:23]([CH3:22])[CH3:25])=[CH:17][C:4]1=2 |f:0.1,2.3,7.8|. Procedure details: To a solution of 2.8 g (0.011 m) of 2-(6,11-dihydro-11-oxodibenz[b,e]oxepin-2-yl)ethylamine of Example 6 in 60 ml of acetonitrile and 2.7 ml of 37% aqueous formaldehyde (0.1 m), 2.05 g (0.033 m) of NaBH3CN was added. There was a slightly exothermic reaction. Glacial acetic acid (2 ml) was added over 10 minutes and the reaction was stirred at ambient temperature for 2 hours. An additional 2 ml of glacial acetic acid was added and stirring was continued for 30 minutes. The solvent was evaporated u... Reactants: ClC1=CC(=C(C=C1F)C1=NC=CC2=CC(=CC=C12)S(=O)(=O)OC1=C(C(=C(C(=C1F)F)F)F)F)OC (perfluorophenyl 1-(4-chloro-5-fluoro-2-methoxyphenyl)isoquinoline-6-sulfonate), S1C(=NN=C1)N (1,3,4-thiadiazol-2-amine), C([O-])([O-])=O.[Cs+].[Cs+] (cesium carbonate), C(C)#N (Acetonitrile). The solvent is CCOC(=O)C (EtOAc), Cl (HCl). Conditions: time 8 hour. Yields the product ClC1=CC(=C(C=C1F)C1=NC=CC2=CC(=CC=C12)S(=O)(=O)NC=1SC=NN1)OC (1-(4-chloro-5-fluoro-2-methoxyphenyl)-N-(1,3,4-thiadiazol-2-yl)isoquinoline-6-sulfonamide). Yield: 60.7%. Reaction SMILES: [Cl:1][C:2]1[C:7]([F:8])=[CH:6][C:5]([C:9]2[C:18]3[C:13](=[CH:14][C:15]([S:19](OC4C(F)=C(F)C(F)=C(F)C=4F)(=[O:21])=[O:20])=[CH:16][CH:17]=3)[CH:12]=[CH:11][N:10]=2)=[C:4]([O:34][CH3:35])[CH:3]=1.[S:36]1[CH:40]=[N:39][N:38]=[C:37]1[NH2:41].C(=O)([O-])[O-].[Cs+].[Cs+].C(#N)C>CCOC(C)=O.Cl>[Cl:1][C:2]1[C:7]([F:8])=[CH:6][C:5]([C:9]2[C:18]3[C:13](=[CH:14][C:15]([S:19]([NH:41][C:37]4[S:36][CH:40]=[N:39][N:38]=4)(=[O:21])=[O:20])=[CH:16][CH:17]=3)[CH:12]=[CH:11][N:10]=2)=[C:4]([O:34][CH3:35])[CH:3]=1 |f:2.3.4|. Procedure: A vial was charged with perfluorophenyl 1-(4-chloro-5-fluoro-2-methoxyphenyl)isoquinoline-6-sulfonate (INTERMEDIATE GGGGG, 1.233 g, 2.310 mmol) 1,3,4-thiadiazol-2-amine (0.280 g, 2.77 mmol), and cesium carbonate (2.258 g, 6.93 mmol). Acetonitrile (11.55 ml) was added, and the mixture was stirred overnight. The mixture was diluted with EtOAc and 0.5 N aq. HCl. The layers were separated, and the aq. layer was extracted with EtOAc (2×). The combined organic extracts were dried over sodium sulfate, ... Reactants: compound 47.1, OC(C[C@@H]1C=2C=3C(=NC=NC3SC2CC1)OC1CCC(CC1)N(C(OC(C)(C)C)=O)C)C=1OC=CN1 (tert-butyl N-(4-[[(3R)-3-[2-hydroxy-2-(1,3-oxazol-2-yl)ethyl]-7-thia-9,11-diazatricyclo[6.4.0.0[2,6]]dodeca-1(8),2(6),9,11-tetraen-12-yl]oxy]cyclohexyl)-N-methylcarbamate), II (iodine), C1=CC=C(C=C1)P(C2=CC=CC=C2)C3=CC=CC=C3 (Ph3P), N1C=NC=C1 (imidazole). Run in ClCCl (dichloromethane). Reaction conditions: time 2.5 hour. Product: IC(C[C@@H]1C=2C=3C(=NC=NC3SC2CC1)OC1CCC(CC1)N(C(OC(C)(C)C)=O)C)C=1OC=CN1 (tert-butyl N-(4-[[(3R)-3-[2-iodo-2-(1,3-oxazol-2-yl)ethyl]-7-thia-9,11-diazatricyclo[6.4.0.0[2,6]]dodeca-1(8),2(6),9,11-tetraen-12-yl]oxy]cyclohexyl)-N-methylcarbamate). Isolated yield 61.4%. As a reaction SMILES: [I:1]I.C1C=CC(P(C2C=CC=CC=2)C2C=CC=CC=2)=CC=1.N1C=CN=C1.O[CH:28]([C:58]1[O:59][CH:60]=[CH:61][N:62]=1)[CH2:29][C@H:30]1[CH2:41][CH2:40][C:39]2[S:38][C:37]3[N:36]=[CH:35][N:34]=[C:33]([O:42][CH:43]4[CH2:48][CH2:47][CH:46]([N:49]([CH3:57])[C:50](=[O:56])[O:51][C:52]([CH3:55])([CH3:54])[CH3:53])[CH2:45][CH2:44]4)[C:32]=3[C:31]1=2>ClCCl>[I:1][CH:28]([C:58]1[O:59][CH:60]=[CH:61][N:62]=1)[CH2:29][C@H:30]1[CH2:41][CH2:40][C:39]2[S:38][C:37]3[N:36]=[CH:35][N:34]=[C:33]([O:42][CH:43]4[CH2:48][CH2:47][CH:46]([N:49]([CH3:57])[C:50](=[O:56])[O:51][C:52]([CH3:53])([CH3:54])[CH3:55])[CH2:45][CH2:44]4)[C:32]=3[C:31]1=2. Reported procedure: For the preparation of the starting material compound 47.1, see Example 47. A solution of iodine (244 mg), Ph3P (252 mg) and imidazole (143 mg, 2.10 mmol, 3.49 equiv) in dry dichloromethane (20 mL) was stirred at 0° C. for 30 min under nitrogen. Then a solution of tert-butyl N-(4-[[(3R)-3-[2-hydroxy-2-(1,3-oxazol-2-yl)ethyl]-7-thia-9,11-diazatricyclo[6.4.0.0[2,6]]dodeca-1(8),2(6),9,11-tetraen-12-yl]oxy]cyclohexyl)-N-methylcarbamate (310 mg, 0.60 mmol, 1.00 equiv) was added dropwise to the reacti... Run at time 1.5 hour. Reaction SMILES: [Cl:1][C:2]1[C:10]2[NH:9][N:8]=[CH:7][C:6]=2[C:5]2[CH2:11][N:12]([CH2:28][C:29]([F:32])([F:31])[F:30])[C:13](=[O:27])[C@H:14]([NH:16]C(=O)OCC3C=CC=CC=3)[CH2:15][C:4]=2[CH:3]=1.C1(OC)C=CC=CC=1.CS(O)(=O)=O.C(OCC)C>ClCCl>[NH2:16][C@H:14]1[C:13](=[O:27])[N:12]([CH2:28][C:29]([F:30])([F:32])[F:31])[CH2:11][C:5]2[C:6]3[CH:7]=[N:8][NH:9][C:10]=3[C:2]([Cl:1])=[CH:3][C:4]=2[CH2:15]1. Yield: 78.0%. Starting materials: C(C)OCC (diethyl ether), ClC1=CC2=C(C=3C=NNC13)CN(C([C@@H](C2)NC(OCC2=CC=CC=C2)=O)=O)CC(F)(F)F ((R)-Benzyl 4-chloro-8-oxo-9-(2,2,2-trifluoroethyl)-3,6,7,8,9,10-hexahydroazepino[3,4-e]indazol-7-ylcarbamate), CS(=O)(=O)O (methanesulfonic acid), C1(=CC=CC=C1)OC (Anisole). Run in ClCCl (dichloromethane). Yields the product N[C@@H]1CC2=C(C=3C=NNC3C(=C2)Cl)CN(C1=O)CC(F)(F)F ((R)-7-amino-4-chloro-9-(2,2,2-trifluoroethyl)-6,7,9,10-tetrahydroazepino[3,4-e]indazol-8(3H)-one). Procedure details: (R)-Benzyl 4-chloro-8-oxo-9-(2,2,2-trifluoroethyl)-3,6,7,8,9,10-hexahydroazepino[3,4-e]indazol-7-ylcarbamate (450 mg, 964 μmol) was dissolved in dichloromethane (20 ml). Anisole (250 μl, 2300 μmol) was added to the mixture followed by methanesulfonic acid (5.0 ml, 77051 μmol). Reaction stirred at room temperature for 1.5 hours. 100 mL of diethyl ether was added to the mixture. Reaction stirred at room temperature for 45 minutes. Liquids were decanted off. Remaining solid was washed with diethyl ... Starting materials: C(C)(=O)[O-].[Na+] (sodium acetate), C(#N)[BH3-].[Na+] (sodium cyanoborohydride), solution, CN (methylamine), O.S(=O)(=O)([O-])[O-].[Mg+2] (magnesium sulfate monohydrate), C(C)OC(CC(CC1=CNC2=CC=CC=C12)=O)=O (4-(1H-indol-3-yl)-3-oxo-butanoic acid ethyl ester). Run in CO (methanol), C(C)(=O)O (acetic acid), C(C)O (ethanol), C(Cl)Cl (methylene chloride), C(C)(=O)O (acetic acid). Reaction conditions: time 66 hour. Product: C(C)OC(CC(CC1=CNC2=CC=CC=C12)NC)=O (4-(1H-Indol-3-yl)-3-methylamino-butanoic acid ethyl ester). As a reaction SMILES: CN.O.S([O-])([O-])(=O)=O.[Mg+2].[CH2:10]([O:12][C:13](=[O:27])[CH2:14][C:15](=O)[CH2:16][C:17]1[C:25]2[C:20](=[CH:21][CH:22]=[CH:23][CH:24]=2)[NH:19][CH:18]=1)[CH3:11].C([O-])(=O)C.[Na+].[C:33]([BH3-])#[N:34].[Na+]>C(O)C.C(Cl)Cl.CO.C(O)(=O)C>[CH2:10]([O:12][C:13](=[O:27])[CH2:14][CH:15]([NH:34][CH3:33])[CH2:16][C:17]1[C:25]2[C:20](=[CH:21][CH:22]=[CH:23][CH:24]=2)[NH:19][CH:18]=1)[CH3:11] |f:1.2.3,5.6,7.8|. Procedure details: 75 ml (680 mmol) of an approximately 30% solution of methylamine in ethanol, 132 g (1.1 mol) of magnesium sulfate monohydrate and 1.5 ml of acetic acid are added to a solution of 33.4 g (136 mmol) of 4-(1H-indol-3-yl)-3-oxo-butanoic acid ethyl ester in 350 ml of methylene chloride. The mixture is stirred at room temperature for 66 hours. The mixture is then filtered and the filter residue is washed with 1.1 liters of methylene chloride. The filtrate is concentrated by evaporation. 250 ml of meth...